This data is from the Open Reaction Database (ORD), a public repository of structured organic reaction records. The task is: describe an organic reaction: reactants, conditions, products, and yield Product: CC1=CC=C(C=C1)[C@@H]1CC[C@H](CC1)[C@@H]1CC[C@H](CC1)[C@@H]1CC[C@H](CC1)CC (4-methyl-{trans-4-[trans-4-(trans-4-ethylcyclohexyl)cyclohexyl]cyclohexyl}benzene). RXN SMILES: [CH3:1][C:2]1[CH:7]=[CH:6][C:5]([C:8]2[CH2:13][CH2:12][CH:11]([C@H:14]3[CH2:19][CH2:18][C@H:17]([C@H:20]4[CH2:25][CH2:24][C@H:23]([CH2:26][CH3:27])[CH2:22][CH2:21]4)[CH2:16][CH2:15]3)[CH2:10][CH:9]=2)=[CH:4][CH:3]=1>C1(C)C=CC=CC=1.[Ni]>[CH3:1][C:2]1[CH:7]=[CH:6][C:5]([C@H:8]2[CH2:9][CH2:10][C@H:11]([C@H:14]3[CH2:19][CH2:18][C@H:17]([C@H:20]4[CH2:25][CH2:24][C@H:23]([CH2:26][CH3:27])[CH2:22][CH2:21]4)[CH2:16][CH2:15]3)[CH2:12][CH2:13]2)=[CH:4][CH:3]=1. Procedure: 4-Methyl-{4-[trans-4-(trans-4-ethylcyclohexyl)-cyclohexyl]cyclohexen-1-yl}benzene (3.2 g) was dissolved in toluene (300 ml) and Raney Ni catalyst (1.5 g) was added, followed by catalytic reduction under ordinary pressure at ordinary temperature. When the raw material disappeared through gas chromatography, the reaction finished. The solvent was distilled off and recrystallization from toluene was repeated to obtain 4-methyl-{trans-4-[trans-4-(trans-4-ethylcyclohexyl)cyclohexyl]cyclohexyl}benzene... The solvent is C1(=CC=CC=C1)C (toluene). Reagents/catalysts: [Ni] (Ni). Starting materials: CC1=CC=C(C=C1)C1=CCC(CC1)[C@@H]1CC[C@H](CC1)[C@@H]1CC[C@H](CC1)CC (4-Methyl-{4-[trans-4-(trans-4-ethylcyclohexyl)-cyclohexyl]cyclohexen-1-yl}benzene), raw material. Yield: 24.9%. Starting materials: N1C(CC2OCC=CN21)CO (2,3-dihydro-5H-pyrazolo[5,1-b][1,3]oxazin-2-yl-methanol). The reagents and catalysts are O=[Mn]=O (MnO2). The solvent is CCl (CH3Cl). Product: N1=C(C=C2OCCCN21)C=O (6,7-dihydro-5H-pyrazolo[5,1-b][1,3]oxazine-2-carbaldehyde). Yield: 104.7%. As a reaction SMILES: [NH:1]1[N:9]2[CH:4]([O:5][CH2:6][CH:7]=[CH:8]2)[CH2:3][CH:2]1[CH2:10][OH:11]>CCl.O=[Mn]=O>[N:1]1[N:9]2[C:4]([O:5][CH2:6][CH2:7][CH2:8]2)=[CH:3][C:2]=1[CH:10]=[O:11]. Reported procedure: To the stirred solution of 2,3-dihydro-5H-pyrazolo[5,1-b][1,3]oxazin-2-yl-methanol (2.08 g, 13.5 mmol) in 60 ml of CH3Cl was added 9.38 g of MnO2. The suspension was refluxed for 2 hour under a nitrogen atmosphere. The reaction mixture was filtered through a pad of Celite. The filtrate was concentrated to give yellow oil. The product was purified by chromatography. 2.15 g of the product was obtained (78%).